describe an organic reaction: reactants, conditions, products, and yield From a dataset of the Open Reaction Database (ORD), a public repository of structured organic reaction records. Starting materials: [OH-].[Na+] (sodium hydroxide), C(C1=CC=CC=C1)(=O)NC(NC=1SC=C(N1)C1=NC(=CC=C1)CNC(CC)=O)=S (2-(3-benzoylthioureido)-4-(6-propionylaminomethylpyridin-2-yl)thiazole). Run in O (water), CO (methanol). Reaction conditions: temperature 60 celsius. Yields the product C(CC)(=O)NCC1=CC=CC(=N1)C=1N=C(SC1)NC(=S)N (4-(6-propionylaminomethylpyridin-2-yl)-2-thioureidothiazole). Isolated yield 117.7%. As a reaction SMILES: [OH-].[Na+].C([NH:11][C:12](=[S:31])[NH:13][C:14]1[S:15][CH:16]=[C:17]([C:19]2[CH:24]=[CH:23][CH:22]=[C:21]([CH2:25][NH:26][C:27](=[O:30])[CH2:28][CH3:29])[N:20]=2)[N:18]=1)(=O)C1C=CC=CC=1>O.CO>[C:27]([NH:26][CH2:25][C:21]1[N:20]=[C:19]([C:17]2[N:18]=[C:14]([NH:13][C:12]([NH2:11])=[S:31])[S:15][CH:16]=2)[CH:24]=[CH:23][CH:22]=1)(=[O:30])[CH2:28][CH3:29] |f:0.1|. Procedure: A solution of sodium hydroxide (3.7 g) in water (30 ml) was added to a suspension of 2-(3-benzoylthioureido)-4-(6-propionylaminomethylpyridin-2-yl)thiazole (16.5 g) in methanol (300 ml) at room temperature. The mixture was heated at 60° C. for 4.5 hours. The solvent was removed under reduced pressure. The residue was dissolved in water (200 ml). The mixture was neutralized with 6N hydrochloric acid. The resulting precipitate was collected by filtration to afford 4-(6-propionylaminomethylpyridin-...